Dataset: the Open Reaction Database (ORD), a public repository of structured organic reaction records. Task: describe an organic reaction: reactants, conditions, products, and yield The reactants are C(C)OC(CCCCC1=CC(=C(C=C1)O)CCC(=O)OCC)=O (3-(3-ethoxy-3-oxopropyl)-4-hydroxybenzenepentanoic acid ethyl ester), BrCCCCCBr (1,5-dibromopentane), C([O-])([O-])=O.[K+].[K+] (potassium carbonate). Solvent: CC(CC)=O (2-butanone). Run at temperature 92 celsius, time 22 hour. The product is C(C)OC(CCCCC1=CC(=C(C=C1)OCCCCCBr)CCC(=O)OCC)=O (4-(5-Bromopentyloxy)-3-(3-ethoxy-3-oxopropyl)benzenepentanoic Acid Ethyl Ester). Yield: 84.0%. RXN SMILES: [CH2:1]([O:3][C:4](=[O:23])[CH2:5][CH2:6][CH2:7][CH2:8][C:9]1[CH:14]=[CH:13][C:12]([OH:15])=[C:11]([CH2:16][CH2:17][C:18]([O:20][CH2:21][CH3:22])=[O:19])[CH:10]=1)[CH3:2].[Br:24][CH2:25][CH2:26][CH2:27][CH2:28][CH2:29]Br.C(=O)([O-])[O-].[K+].[K+]>CC(=O)CC>[CH2:1]([O:3][C:4](=[O:23])[CH2:5][CH2:6][CH2:7][CH2:8][C:9]1[CH:14]=[CH:13][C:12]([O:15][CH2:29][CH2:28][CH2:27][CH2:26][CH2:25][Br:24])=[C:11]([CH2:16][CH2:17][C:18]([O:20][CH2:21][CH3:22])=[O:19])[CH:10]=1)[CH3:2] |f:2.3.4|. Procedure: A mixture of 0.655 g (2.03 mmol) of 3-(3-ethoxy-3-oxopropyl)-4-hydroxybenzenepentanoic acid ethyl ester from the preceding example, 2.80 g (12.2 mmol) of 1,5-dibromopentane, 1.12 g (8.12 mmol) of anhydrous granular potassium carbonate, and 35 mL of 2-butanone was stirred at 92° C. for 22 hr. After being cooled to room temperature, the mixture was filtered through anhydrous magnesium sulfate and the solids were washed thoroughly with ethyl acetate and ether. The filtrate and washes were combined ... Starting materials: BrB(Br)Br, CCOC(=O)c1ccc(CC(=O)NC(c2ccccc2)c2ccccc2N2CCCCC2)cc1OCC, CCO, ClCCCl. The product is CCOC(=O)c1ccc(CC(=O)NC(c2ccccc2)c2ccccc2N2CCCCC2)cc1O. Reaction SMILES: [B:1]([Br:2])([Br:3])[Br:4].[CH2:5]([CH3:6])[O:7][c:8]1[c:9]([C:10](=[O:11])[O:12][CH2:13][CH3:14])[cH:15][cH:16][c:17]([CH2:19][C:20](=[O:21])[NH:22][CH:23]([c:24]2[c:25]([N:30]3[CH2:31][CH2:32][CH2:33][CH2:34][CH2:35]3)[cH:26][cH:27][cH:28][cH:29]2)[c:36]2[cH:37][cH:38][cH:39][cH:40][cH:41]2)[cH:18]1.[CH3:42][CH2:43][OH:44].[Cl:45][CH2:46][CH2:47][Cl:48]>>[OH:7][c:8]1[c:9]([C:10](=[O:11])[O:12][CH2:13][CH3:14])[cH:15][cH:16][c:17]([CH2:19][C:20](=[O:21])[NH:22][CH:23]([c:24]2[c:25]([N:30]3[CH2:31][CH2:32][CH2:33][CH2:34][CH2:35]3)[cH:26][cH:27][cH:28][cH:29]2)[c:36]2[cH:37][cH:38][cH:39][cH:40][cH:41]2)[cH:18]1. Reactants: COC(=O)c1ccc(NC(=O)N2CC(CN(C(=O)OC(C)(C)C)C(C)c3cccc4ccccc34)C(c3ccccc3)C2)c(OC)c1, [Na+], [OH-]. Yields the product COc1cc(C(=O)O)ccc1NC(=O)N1CC(CN(C(=O)OC(C)(C)C)C(C)c2cccc3ccccc23)C(c2ccccc2)C1. Reaction SMILES: [C:1]([CH3:2])([CH3:3])([CH3:4])[O:5][C:6](=[O:7])[N:8]([CH:9]([CH3:10])[c:11]1[cH:12][cH:13][cH:14][c:15]2[cH:16][cH:17][cH:18][cH:19][c:20]12)[CH2:21][CH:22]1[CH2:23][N:24]([C:33](=[O:34])[NH:35][c:36]2[c:37]([O:46][CH3:47])[cH:38][c:39]([C:40](=[O:41])[O:42][CH3:43])[cH:44][cH:45]2)[CH2:25][CH:26]1[c:27]1[cH:28][cH:29][cH:30][cH:31][cH:32]1.[Na+:49].[OH-:48]>>[C:1]([CH3:2])([CH3:3])([CH3:4])[O:5][C:6](=[O:7])[N:8]([CH:9]([CH3:10])[c:11]1[cH:12][cH:13][cH:14][c:15]2[cH:16][cH:17][cH:18][cH:19][c:20]12)[CH2:21][CH:22]1[CH2:23][N:24]([C:33](=[O:34])[NH:35][c:36]2[c:37]([O:46][CH3:47])[cH:38][c:39]([C:40](=[O:41])[OH:42])[cH:44][cH:45]2)[CH2:25][CH:26]1[c:27]1[cH:28][cH:29][cH:30][cH:31][cH:32]1. Starting materials: [BH4-], CO, CCOC(C)=O, Cl, Cc1nc(-c2ccccn2)ncc1C(=O)Nn1cc(C=O)c2cc(F)ccc21, [Na+], O. The product is Cc1nc(-c2ccccn2)ncc1C(=O)Nn1cc(CO)c2cc(F)ccc21. As a reaction SMILES: [BH4-:29].[CH3:32][OH:33].[CH3:34][CH2:35][O:36][C:37]([CH3:38])=[O:39].[ClH:31].[F:1][c:2]1[cH:3][c:4]2[c:5]([CH:27]=[O:28])[cH:6][n:7]([NH:11][C:12](=[O:13])[c:14]3[c:15]([CH3:26])[n:16][c:17](-[c:20]4[n:21][cH:22][cH:23][cH:24][cH:25]4)[n:18][cH:19]3)[c:8]2[cH:9][cH:10]1.[Na+:30].[OH2:40]>>[F:1][c:2]1[cH:3][c:4]2[c:5]([CH2:27][OH:28])[cH:6][n:7]([NH:11][C:12](=[O:13])[c:14]3[c:15]([CH3:26])[n:16][c:17](-[c:20]4[n:21][cH:22][cH:23][cH:24][cH:25]4)[n:18][cH:19]3)[c:8]2[cH:9][cH:10]1.